Dataset: the Open Reaction Database (ORD), a public repository of structured organic reaction records. Task: describe an organic reaction: reactants, conditions, products, and yield The reactants are ClC1=NC=C(C=C1NS(=O)(=O)C)C=1C=C2C(=CC=NC2=CC1)Cl (N-(2-chloro-5-(4-chloroquinolin-6-yl)pyridin-3-yl)methanesulfonamide), CC1(OB(OC1(C)C)C=1C=NC=CC1)C (3-(4,4,5,5-tetramethyl-1,3,2-dioxaborolan-2-yl)pyridine), C(C)(=O)[O-].[K+] (potassium acetate), C(CCC)O (nBuOH). The reagents and catalysts are CC(C)(C)P(C1=CC=CC=C1)C(C)(C)C.CC(C)(C)P(C1=CC=CC=C1)C(C)(C)C.Cl[Pd]Cl (dichlorobis(di-tert-butylphenylphosphine)palladium(II)). The solvent is O (water). Reaction conditions: temperature 105 celsius, time 3 hour. Yields the product ClC1=NC=C(C=C1NS(=O)(=O)C)C=1C=C2C(=CC=NC2=CC1)C=1C=NC=CC1 (N-(2-Chloro-5-(4-(pyridin-3-yl)quinolin-6-yl)pyridin-3-yl)methanesulfonamide). Yield: 51.2%. RXN SMILES: [Cl:1][C:2]1[C:7]([NH:8][S:9]([CH3:12])(=[O:11])=[O:10])=[CH:6][C:5]([C:13]2[CH:14]=[C:15]3[C:20](=[CH:21][CH:22]=2)[N:19]=[CH:18][CH:17]=[C:16]3Cl)=[CH:4][N:3]=1.CC1(C)C(C)(C)OB([C:32]2[CH:33]=[N:34][CH:35]=[CH:36][CH:37]=2)O1.C([O-])(=O)C.[K+].C(O)CCC>CC(P(C(C)(C)C)C1C=CC=CC=1)(C)C.CC(P(C(C)(C)C)C1C=CC=CC=1)(C)C.Cl[Pd]Cl.O>[Cl:1][C:2]1[C:7]([NH:8][S:9]([CH3:12])(=[O:11])=[O:10])=[CH:6][C:5]([C:13]2[CH:14]=[C:15]3[C:20](=[CH:21][CH:22]=2)[N:19]=[CH:18][CH:17]=[C:16]3[C:32]2[CH:33]=[N:34][CH:35]=[CH:36][CH:37]=2)=[CH:4][N:3]=1 |f:2.3,5.6.7|. Procedure: To a 5 mL microwave vial, N-(2-chloro-5-(4-chloroquinolin-6-yl)pyridin-3-yl)methanesulfonamide (0.0500 g, 0.136 mmol, Example 9), 3-(4,4,5,5-tetramethyl-1,3,2-dioxaborolan-2-yl)pyridine (0.0334 g, 0.163 mmol), potassium acetate (0.0333 g, 0.339 mmol) and dichlorobis(di-tert-butylphenylphosphine)palladium(II) (0.0042 g, 0.0068 mmol) were mixed into 1 mL of nBuOH along with 0.1 mL of water. The reaction mixture was stirred at 105° C. for 3 h. The reaction mixture was partitioned between water (10m... The reactants are CC(C)(C)NC(=O)c1ccc(C(O)CCc2cn(C(c3ccccc3)(c3ccccc3)c3ccccc3)cn2)cc1, O=C([O-])O, ClCCl, [Na+], O=S(Cl)Cl. The product is CC(C)(C)NC(=O)c1ccc(C(Cl)CCc2cn(C(c3ccccc3)(c3ccccc3)c3ccccc3)cn2)cc1. As a reaction SMILES: [C:1]([CH3:2])([CH3:3])([CH3:4])[NH:5][C:6](=[O:7])[c:8]1[cH:9][cH:10][c:11]([CH:14]([CH2:15][CH2:16][c:17]2[n:18][cH:19][n:20]([C:22]([c:23]3[cH:24][cH:25][cH:26][cH:27][cH:28]3)([c:29]3[cH:30][cH:31][cH:32][cH:33][cH:34]3)[c:35]3[cH:36][cH:37][cH:38][cH:39][cH:40]3)[cH:21]2)[OH:41])[cH:12][cH:13]1.[C:46](=[O:47])([OH:48])[O-:49].[CH2:51]([Cl:52])[Cl:53].[Na+:50].[S:42]([Cl:43])([Cl:44])=[O:45]>>[C:1]([CH3:2])([CH3:3])([CH3:4])[NH:5][C:6](=[O:7])[c:8]1[cH:9][cH:10][c:11]([CH:14]([CH2:15][CH2:16][c:17]2[n:18][cH:19][n:20]([C:22]([c:23]3[cH:24][cH:25][cH:26][cH:27][cH:28]3)([c:29]3[cH:30][cH:31][cH:32][cH:33][cH:34]3)[c:35]3[cH:36][cH:37][cH:38][cH:39][cH:40]3)[cH:21]2)[Cl:44])[cH:12][cH:13]1. Reaction SMILES: [CH3:1][O:2][C:3]1[CH:20]=[CH:19][C:6]2[CH2:7][C:8](=S)[NH:9][N:10]=[C:11]([C:12]3[CH:17]=[CH:16][CH:15]=[CH:14][CH:13]=3)[C:5]=2[CH:4]=1.[NH2:21][CH2:22][C:23]1([CH3:28])OCCO1.O>COCCO>[CH3:1][O:2][C:3]1[CH:20]=[CH:19][C:6]2[CH2:7][C:8]3[N:9]([C:23]([CH3:28])=[CH:22][N:21]=3)[N:10]=[C:11]([C:12]3[CH:17]=[CH:16][CH:15]=[CH:14][CH:13]=3)[C:5]=2[CH:4]=1. Yields the product COC1=CC2=C(CC=3N(N=C2C2=CC=CC=C2)C(=CN3)C)C=C1 (8-Methoxy-3-methyl-6-phenyl-11H-imidazo[1,2-c][2,3]benzodiazepine). Procedure details: 500 mg of 8-methoxy-1-(phenyl)-4,5-dihydro-3H-2,3-benzodiazepine-4-thione is stirred in 1.5 ml of ethylene glycol monomethyl ether (Cellosolve®) and 548 mg of 2-aminomethyl-2-methyl-1,3-dioxolane while argon is passing through it for 10 hours at 60° C. After filtration and washing with cold ethanol and diisopropyl ether, 550 mg of imino compound, which is dissolved in 10 ml of ethanol, mixed with 10 ml of concentrated hydrochloric acid and refluxed for 3 hours, is obtained. It is added to water,... Starting materials: NCC1(OCCO1)C (2-aminomethyl-2-methyl-1,3-dioxolane), COC1=CC2=C(CC(NN=C2C2=CC=CC=C2)=S)C=C1 (8-methoxy-1-(phenyl)-4,5-dihydro-3H-2,3-benzodiazepine-4-thione), O (water). The solvent is COCCO (ethylene glycol monomethyl ether). As a reaction SMILES: [CH3:19][N+:20]1([O-:21])[CH2:22][CH2:23][O:24][CH2:25][CH2:26]1.[CH3:27][C:28]#[N:29].[CH3:30][N:31]([CH3:32])[P:33]([N:34]([CH3:35])[CH3:36])([N:37]([CH3:38])[CH3:39])=[O:40].[CH3:41][c:42]1[cH:43][cH:44][cH:45][cH:46][cH:47]1.[H-:2].[Na+:1].[n:3]1[c:4]([CH2:17][OH:18])[cH:5][c:6]2[n:12]1[CH2:11][c:10]1[c:9]([cH:16][cH:15][cH:14][cH:13]1)[O:8][CH2:7]2>>[n:3]1[c:4]([CH:17]=[O:18])[cH:5][c:6]2[n:12]1[CH2:11][c:10]1[c:9]([cH:16][cH:15][cH:14][cH:13]1)[O:8][CH2:7]2. The product is O=Cc1cc2n(n1)Cc1ccccc1OC2. The reactants are C[N+]1([O-])CCOCC1, CC#N, CN(C)P(=O)(N(C)C)N(C)C, Cc1ccccc1, [H-], [Na+], OCc1cc2n(n1)Cc1ccccc1OC2. Reactants: CC(=O)O, CO, NC1CCC(Nc2ccnc3cc(Cl)ccc23)CC1, CC(Cl)Cl, O=Cc1cnc2ccccc2c1. The product is Clc1ccc2c(NC3CCC(NCc4cnc5ccccc5c4)CC3)ccnc2c1. As a reaction SMILES: [CH3:32][C:33](=[O:34])[OH:35].[CH3:40][OH:41].[Cl:1][c:2]1[cH:3][cH:4][c:5]2[c:6]([NH:12][CH:13]3[CH2:14][CH2:15][CH:16]([NH2:19])[CH2:17][CH2:18]3)[cH:7][cH:8][n:9][c:10]2[cH:11]1.[Cl:36][CH:37]([Cl:38])[CH3:39].[n:20]1[cH:21][c:22]([CH:30]=[O:31])[cH:23][c:24]2[cH:25][cH:26][cH:27][cH:28][c:29]12>>[Cl:1][c:2]1[cH:3][cH:4][c:5]2[c:6]([NH:12][CH:13]3[CH2:14][CH2:15][CH:16]([NH:19][CH2:30][c:22]4[cH:21][n:20][c:29]5[c:24]([cH:23]4)[cH:25][cH:26][cH:27][cH:28]5)[CH2:17][CH2:18]3)[cH:7][cH:8][n:9][c:10]2[cH:11]1. RXN SMILES: [Br:5][c:6]1[cH:7][c:8]([CH:12]2[CH2:13][CH:14]3[CH2:15][C:16](=[O:34])[CH2:17][CH:18]([CH2:19]2)[N:20]3[S:21](=[O:22])(=[O:23])[c:24]2[cH:25][cH:26][c:27]([C:30]([F:31])([F:32])[F:33])[cH:28][cH:29]2)[cH:9][cH:10][cH:11]1.[CH2:40]1[O:41][CH2:42][CH2:43][CH2:44]1.[CH3:1][CH2:2][O-:3].[CH:35]([O:36][CH2:37][CH3:38])=[O:39].[Cl-:45].[NH4+:46].[Na+:4]>>[C:1]1(=[CH:2][OH:3])[CH:14]2[CH2:13][CH:12]([c:8]3[cH:7][c:6]([Br:5])[cH:11][cH:10][cH:9]3)[CH2:19][CH:18]([CH2:17][C:16]1=[O:34])[N:20]2[S:21](=[O:22])(=[O:23])[c:24]1[cH:25][cH:26][c:27]([C:30]([F:31])([F:32])[F:33])[cH:28][cH:29]1. Starting materials: O=C1CC2CC(c3cccc(Br)c3)CC(C1)N2S(=O)(=O)c1ccc(C(F)(F)F)cc1, C1CCOC1, CC[O-], CCOC=O, [Cl-], [NH4+], [Na+]. The product is O=C1CC2CC(c3cccc(Br)c3)CC(C1=CO)N2S(=O)(=O)c1ccc(C(F)(F)F)cc1. Reactants: SC1=C2C(=NC=N1)N(N=C2)[C@H]2[C@H](OC(C)=O)[C@H](OC(C)=O)[C@H](O2)COC(C)=O (4-mercapto-1-(2,3,5-tri-O-acetyl-β-D-ribofuranosyl)pyrazolo[3,4-d]pyrimidine), C([O-])([O-])=O.[K+].[K+] (potassium carbonate), C(C=CC1=CC=CC=C1)Br (cinnamyl bromide). Run in CN(C=O)C (N,N-dimethylformamide). Conditions: time 10 minute. Yields the product C(C=CC1=CC=CC=C1)SC1=C2C(=NC=N1)N(N=C2)[C@H]2[C@H](OC(C)=O)[C@H](OC(C)=O)[C@H](O2)COC(C)=O (4-cinnamylthio-1-(2,3,5-tri-O-acetyl-β-D-ribofuranosyl)pyrazolo[3,4-d]pyrimidine). As a reaction SMILES: [SH:1][C:2]1[N:7]=[CH:6][N:5]=[C:4]2[N:8]([C@@H:11]3[O:23][C@H:22]([CH2:24][O:25][C:26](=[O:28])[CH3:27])[C@@H:17]([O:18][C:19](=[O:21])[CH3:20])[C@H:12]3[O:13][C:14](=[O:16])[CH3:15])[N:9]=[CH:10][C:3]=12.C(=O)([O-])[O-].[K+].[K+].[CH2:35](Br)[CH:36]=[CH:37][C:38]1[CH:43]=[CH:42][CH:41]=[CH:40][CH:39]=1>CN(C)C=O>[CH2:35]([S:1][C:2]1[N:7]=[CH:6][N:5]=[C:4]2[N:8]([C@@H:11]3[O:23][C@H:22]([CH2:24][O:25][C:26](=[O:28])[CH3:27])[C@@H:17]([O:18][C:19](=[O:21])[CH3:20])[C@H:12]3[O:13][C:14](=[O:16])[CH3:15])[N:9]=[CH:10][C:3]=12)[CH:36]=[CH:37][C:38]1[CH:43]=[CH:42][CH:41]=[CH:40][CH:39]=1 |f:1.2.3|. Procedure: A suspension of 4-mercapto-1-(2,3,5-tri-O-acetyl-β-D-ribofuranosyl)pyrazolo[3,4-d]pyrimidine (1.0 g) and potassium carbonate (0.37 g) in N,N-dimethylformamide was stirred for 10 minutes and then cinnamyl bromide (0.53 g) was added. After stirring for 3 hr. at 40° C. the solution was filtered and 100 ml chloroform was added. The solution was extracted with water. The chloroform layer was dried, filtered and taken to dryness on a rotary evaporator. The residue was purified on a column of silica ge... Reactants: C(C1CO1)OC1=C(C=2C(C3=C(C(=C(C(=C3OC2C(=C1C)C)C)C)OCC1CO1)C)C1=CC=CC=C1)C (2,7-diglycidyloxy-1,3,4,5,6,8-hexamethyl-9-phenylxanthene), OC1=CC=C(C=C1)C1=CC=C(C=C1)O (4,4′-dihydroxybiphenyl), C1(=CC=CC=C1)P(C1=CC=CC=C1)C1=CC=CC=C1 (triphenylphosphine). Run in CN(C(C)=O)C (N,N-dimethylacetamide), CN(C(C)=O)C (N,N-dimethylacetamide), O (water). Conditions: time 1 hour. Yields the product C1=CC=CC=2OC3=CC=CC=C3CC12.C1=CC=CC=2C3=CC=CC=C3C12 (xanthene biphenylene), epoxy resin. The yield is 77.0%. RXN SMILES: C(O[C:6]1[C:19](C)=[C:18](C)[C:17]2[O:16][C:15]3[C:10](=[C:11](C)[C:12](OCC4OC4)=[C:13](C)[C:14]=3C)[CH:9](C3C=CC=CC=3)[C:8]=2[C:7]=1C)C1OC1.O[C:38]1[CH:43]=[CH:42][C:41]([C:44]2[CH:49]=[CH:48][C:47](O)=[CH:46][CH:45]=2)=[CH:40][CH:39]=1.C1(P(C2C=CC=CC=2)C2C=CC=CC=2)C=CC=CC=1>CN(C)C(=O)C.O>[CH:11]1[C:10]2[CH2:9][C:8]3[C:17](=[CH:18][CH:19]=[CH:6][CH:7]=3)[O:16][C:15]=2[CH:14]=[CH:13][CH:12]=1.[CH:39]1[C:40]2[C:49]3[C:44](=[CH:45][CH:46]=[CH:47][CH:48]=3)[C:41]=2[CH:42]=[CH:43][CH:38]=1 |f:5.6|. Reported procedure: 0.972 g (manufactured by DAINIPPON INK & CHEMICALS Co., Ltd., “EXA7335”, 2 mmol) of 2,7-diglycidyloxy-1,3,4,5,6,8-hexamethyl-9-phenylxanthene, 0.372 g (2 mmol) of 4,4′-dihydroxybiphenyl, 2.62 mg (0.01 mmol) of triphenylphosphine and 1.34 g of N,N-dimethylacetamide were reacted under a nitrogen atmosphere at 160° C. for 4 hours. After cooling, the reaction solution was diluted with N,N-dimethylacetamide so as to adjust the nonvolatile content to 15% and then added dropwise in 100 ml of water. The...